This data is from the Open Reaction Database (ORD), a public repository of structured organic reaction records. The task is: describe an organic reaction: reactants, conditions, products, and yield Isolated yield 90.0%. Run in C(C)(=O)OCC (ethyl acetate), CC(=O)C (acetone). Reported procedure: 6β-Propargyl-5α-hydroxyandrostane-3,17-dione (10). The 6β-propargyl bisketal 8 (0.6 mmol) was dissolved in acetone (30 ml) and p-TSOH (5 mg) was added. The reaction mixture was stirred at room temperature for 3 hours, diluted with ethyl acetate, washed (5% NaHCO3, brine, water) and dried. The ethyl acetate was removed in vacuo and the product was purified by column chromatography to yield the dione 90% yield; m.p. 145°-146° C.; IR (KBr) 3475 (C C--H), 3300 (OH), 2100, 1735 and 1715 (C=O) cm-1 ; ... The product is C(C#C)[C@@H]1C[C@H]2[C@@H]3CCC([C@@]3(C)CC[C@@H]2[C@]2(CCC(C=C12)=O)C)=O (6β-Propargyl-4-androstene-3,17-dione). Reaction conditions: time 3 hour. As a reaction SMILES: [CH2:1]([C@H:4]1[C@:21]2(O)[C@:16]([CH3:24])([CH2:17][CH2:18][C:19](=[O:23])[CH2:20]2)[C@@H:15]2[C@H:6]([C@H:7]3[C@@:11]([CH2:13][CH2:14]2)([CH3:12])[C:10](=[O:25])[CH2:9][CH2:8]3)[CH2:5]1)[C:2]#[CH:3].C1COC23OCCOC2([C@]2(CC[C@H]4[C@@H](CC[C@]5(O)[C@]4(C)CCCC5)[C@@H]2C3)C)O1.[K+].[Br-]>CC(C)=O.C(OCC)(=O)C>[CH2:1]([C@H:4]1[C:21]2[C@:16]([CH3:24])([CH2:17][CH2:18][C:19](=[O:23])[CH:20]=2)[C@@H:15]2[C@H:6]([C@H:7]3[C@@:11]([CH2:13][CH2:14]2)([CH3:12])[C:10](=[O:25])[CH2:9][CH2:8]3)[CH2:5]1)[C:2]#[CH:3] |f:2.3|. Starting materials: C(C#C)[C@@H]1C[C@H]2[C@@H]3CCC([C@@]3(C)CC[C@@H]2[C@]2(CCC(C[C@]12O)=O)C)=O (6β-Propargyl-5α-hydroxyandrostane-3,17-dione), C1OC23[C@]4(C)[C@@H](CC2(OCCO3)OC1)[C@@H]1CC[C@]3(CCCC[C@]3(C)[C@H]1CC4)O (17,17-bis(ethylenedioxy)androstane-5α-ol), [K+].[Br-] (KBr). Starting materials: CI (Methyl iodide), IC1=CC=C(C(C(=O)OC)=C1)O (methyl 5-iodosalicylate), C([O-])([O-])=O.[K+].[K+] (potassium carbonate). Solvent: CN(C=O)C (dimethylformamide). Run at time 3 hour. Product: COC1=C(C(=O)OC)C=C(C=C1)I (Methyl 2-methoxy-5-iodobenzoate). RXN SMILES: CI.[I:3][C:4]1[CH:13]=[C:8]([C:9]([O:11][CH3:12])=[O:10])[C:7]([OH:14])=[CH:6][CH:5]=1.[C:15](=O)([O-])[O-].[K+].[K+]>CN(C)C=O>[CH3:15][O:14][C:7]1[CH:6]=[CH:5][C:4]([I:3])=[CH:13][C:8]=1[C:9]([O:11][CH3:12])=[O:10] |f:2.3.4|. Procedure details: Methyl iodide (0.29 ml, 4.68 mmol) was added to a mixture of 1.0 g (3.60 mmol) of methyl 5-iodosalicylate, 0.50 g (3.60 mmol) of potassium carbonate and 4 ml of dimethylformamide, and they were stirred at room temperature for 3 hours. The reaction mixture was filtered through Celite and then after-treated in by an ordinary method to obtain the title compound. The reactants are O=C1CC(CCCC1)NC(OC(C)(C)C)=O (tert-butyl 3-oxocycloheptylcarbamate), [BH4-].[Na+] (sodium borohydride). Solvent: O (water), CO (methanol). Reaction conditions: time 2 hour. Product: OC1CC(CCCC1)NC(OC(C)(C)C)=O (tert-butyl 3-hydroxycycloheptylcarbamate). The yield is 67.2%. RXN SMILES: [O:1]=[C:2]1[CH2:8][CH2:7][CH2:6][CH2:5][CH:4]([NH:9][C:10](=[O:16])[O:11][C:12]([CH3:15])([CH3:14])[CH3:13])[CH2:3]1.[BH4-].[Na+]>CO.O>[OH:1][CH:2]1[CH2:8][CH2:7][CH2:6][CH2:5][CH:4]([NH:9][C:10](=[O:16])[O:11][C:12]([CH3:14])([CH3:13])[CH3:15])[CH2:3]1 |f:1.2|. Procedure details: To a solution of tert-butyl 3-oxocycloheptylcarbamate (31.09 g, 137 mmol) in methanol (454 mL) was added sodium borohydride (15.52 g, 410 mmol) portion-wise over ˜10 minutes with mixing. The resulting solution was stirred for 2 h at room temperature and then diluted with water (200 mL). The methanol was removed in-vacuo and the resulting aqueous mixture was diluted further with 500 mL ethyl acetate and 100 mL saturated aqueous sodium bicarbonate. The layers were separated and the aqueous layer b... The reactants are O=C(Oc1ccc([N+](=O)[O-])cc1)N1CC(Oc2ccc(Br)cn2)C1, Nc1cnccn1. Product: O=C(Nc1cnccn1)N1CC(Oc2ccc(Br)cn2)C1. Reaction SMILES: [N+:1]([c:2]1[cH:3][cH:4][c:5]([O:6][C:11](=[O:12])[N:13]2[CH2:14][CH:15]([O:17][c:18]3[n:19][cH:20][c:21]([Br:24])[cH:22][cH:23]3)[CH2:16]2)[cH:7][cH:8]1)([O-:9])=[O:10].[NH2:25][c:26]1[n:27][cH:28][cH:29][n:30][cH:31]1>>[C:11](=[O:12])([N:13]1[CH2:14][CH:15]([O:17][c:18]2[n:19][cH:20][c:21]([Br:24])[cH:22][cH:23]2)[CH2:16]1)[NH:25][c:26]1[n:27][cH:28][cH:29][n:30][cH:31]1.